Dataset: the Open Reaction Database (ORD), a public repository of structured organic reaction records. Task: describe an organic reaction: reactants, conditions, products, and yield The reactants are ClC1=CC(=NC2=CC=CC=C12)COC1=CC=C(C=C1)C1=NN(C=C1C1=CC=NC=C1)C (4-Chloro-2-[4-(1-methyl4-pyridin-4-yl-1H-pyrazol-3-yl)-phenoxymethyl]-quinoline), CNC (dimethylamine), [F-].[Cs+] (cesium fluoride), C(C)(C)N(CC)C(C)C (diisopropyl ethyl amine). The reagents and catalysts are [I-].C(CCC)[N+](CCCC)(CCCC)CCCC (tetrabutyl ammonium iodide). Run in O1CCCC1 (tetrahydrofuran). Run at temperature 180 celsius. Product: CN(C1=CC(=NC2=CC=CC=C12)COC1=CC=C(C=C1)C1=NN(C=C1C1=CC=NC=C1)C)C (Dimethyl-{2-[4-(1-methyl-4-pyridin-4-yl-1H-pyrazol-3-yl)-phenoxymethyl]-quinolin-4-yl}-amine). As a reaction SMILES: Cl[C:2]1[C:11]2[C:6](=[CH:7][CH:8]=[CH:9][CH:10]=2)[N:5]=[C:4]([CH2:12][O:13][C:14]2[CH:19]=[CH:18][C:17]([C:20]3[C:24]([C:25]4[CH:30]=[CH:29][N:28]=[CH:27][CH:26]=4)=[CH:23][N:22]([CH3:31])[N:21]=3)=[CH:16][CH:15]=2)[CH:3]=1.[CH3:32][NH:33][CH3:34].[F-].[Cs+].C(N(C(C)C)CC)(C)C>O1CCCC1.[I-].C([N+](CCCC)(CCCC)CCCC)CCC>[CH3:32][N:33]([CH3:34])[C:2]1[C:11]2[C:6](=[CH:7][CH:8]=[CH:9][CH:10]=2)[N:5]=[C:4]([CH2:12][O:13][C:14]2[CH:19]=[CH:18][C:17]([C:20]3[C:24]([C:25]4[CH:30]=[CH:29][N:28]=[CH:27][CH:26]=4)=[CH:23][N:22]([CH3:31])[N:21]=3)=[CH:16][CH:15]=2)[CH:3]=1 |f:2.3,6.7|. Reported procedure: To a solution of 4-Chloro-2-[4-(1-methyl4-pyridin-4-yl-1H-pyrazol-3-yl)-phenoxymethyl]-quinoline (135 mg) in tetrahydrofuran (4 mL) was added dimethylamine (2N in methanol, 0.32 mL), cesium fluoride (5 mg), diisopropyl ethyl amine (62 mg) and tetrabutyl ammonium iodide (12 mg). The reaction mixture was heated in a microwave reactor at 180° C. with 100 W of power for 40 min. The reaction mixture was filtered through celite and concentrated. Purification via MPLC biotage chromatography, eluting wi... The reactants are Cl.CC(C(=O)O)(C)OC=1C=C2C(=C(N(C2=CC1)CCC)C)C1=CC=NC=C1 (2-methyl-2-[2-methyl-1-propyl-3-(4-pyridyl)-1H-indole-5-yloxy]propanoic acid hydrochloride), S(=O)(Cl)Cl (thionylchloride). Product: C(CC)NC(C(C)(OC=1C=C2C(=C(N(C2=CC1)CCC)C)C1=CC=NC=C1)C)=O (2-Methyl-2-[2-methyl-1-propyl-3-(4-pyridyl)-1H-indole-5-yloxy]-propanoic acid propylamide). RXN SMILES: Cl.[CH3:2][C:3]([O:8][C:9]1[CH:10]=[C:11]2[C:15](=[CH:16][CH:17]=1)[N:14]([CH2:18][CH2:19][CH3:20])[C:13]([CH3:21])=[C:12]2[C:22]1[CH:27]=[CH:26][N:25]=[CH:24][CH:23]=1)([CH3:7])[C:4]([OH:6])=O.S(Cl)(Cl)=O>>[CH2:13]([NH:14][C:4](=[O:6])[C:3]([CH3:2])([O:8][C:9]1[CH:10]=[C:11]2[C:15](=[CH:16][CH:17]=1)[N:14]([CH2:18][CH2:19][CH3:20])[C:13]([CH3:21])=[C:12]2[C:22]1[CH:27]=[CH:26][N:25]=[CH:24][CH:23]=1)[CH3:7])[CH2:12][CH3:11] |f:0.1|. Reported procedure: A quantity of 0.5 g (1.3 m mole) of 2-methyl-2-[2-methyl-1-propyl-3-(4-pyridyl)-1H-indole-5-yloxy]propanoic acid hydrochloride was warmed for 15 minutes with 4 ml of thionylchloride on a steam bath. Subsequently, the excess thionylchloride was removed in vacuo, and the residue was dissolved in 100 ml of chloroform and 4 ml of propylamine were added dropwise under stirring. After one hour the reaction mixture was evaporated, and the residue obtained was purified on silicagel with ethyl acetate as...